Task: describe an organic reaction: reactants, conditions, products, and yield. Dataset: the Open Reaction Database (ORD), a public repository of structured organic reaction records Starting materials: CO, ClC(Cl)Cl, CCCS(=O)(=O)N1CCC(CC(=O)NOC2CCCCO2)(c2ccc(-c3ccc(CC)cc3)s2)S(=O)(=O)CC1, O, Cc1ccccc1S(=O)(=O)O. Yields the product CCCS(=O)(=O)N1CCC(CC(=O)NO)(c2ccc(-c3ccc(CC)cc3)s2)S(=O)(=O)CC1. Reaction SMILES: [CH3:52][OH:53].[CH:54]([Cl:55])([Cl:56])[Cl:57].[O:1]1[CH2:2][CH2:3][CH2:4][CH2:5][CH:6]1[O:7][NH:8][C:9]([CH2:10][C:11]1([c:26]2[s:27][c:28](-[c:31]3[cH:32][cH:33][c:34]([CH2:37][CH3:38])[cH:35][cH:36]3)[cH:29][cH:30]2)[CH2:12][CH2:13][N:14]([S:20](=[O:21])(=[O:22])[CH2:23][CH2:24][CH3:25])[CH2:15][CH2:16][S:17]1(=[O:18])=[O:19])=[O:39].[OH2:40].[c:41]1([CH3:42])[c:43]([S:44]([OH:45])(=[O:46])=[O:47])[cH:48][cH:49][cH:50][cH:51]1>>[OH:7][NH:8][C:9]([CH2:10][C:11]1([c:26]2[s:27][c:28](-[c:31]3[cH:32][cH:33][c:34]([CH2:37][CH3:38])[cH:35][cH:36]3)[cH:29][cH:30]2)[CH2:12][CH2:13][N:14]([S:20](=[O:21])(=[O:22])[CH2:23][CH2:24][CH3:25])[CH2:15][CH2:16][S:17]1(=[O:18])=[O:19])=[O:39].